Task: describe an organic reaction: reactants, conditions, products, and yield. Dataset: the Open Reaction Database (ORD), a public repository of structured organic reaction records Reactants: C(C)(C)(C)OC(NC1=C(C=C(C=C1)C(F)(F)F)N)=O ((2-amino-4-trifluoromethyl-phenyl)-carbamic acid tert-butyl ester), C(C)(C)(C)OC(CC(=O)C1=CC(=CC=C1)C1=CC(=NC(=C1)C)C)=O (3-[3-(2,6-dimethyl-pyridin-4-yl)-phenyl]-3-oxo-propionic acid tert-butyl ester). Product: C(C)(C)(C)OC(NC1=C(C=C(C=C1)C(F)(F)F)NC(CC(=O)C1=CC(=CC=C1)C1=CC(=NC(=C1)C)C)=O)=O ((2-{3-[3-(2,6-Dimethyl-pyridin-4-yl)-phenyl]-3-oxo-propionylamino}-4-trifluoromethyl-phenyl)-carbamic acid tert-butyl ester), foam. Yield: 76.0%. As a reaction SMILES: [C:1]([O:5][C:6](=[O:19])[NH:7][C:8]1[CH:13]=[CH:12][C:11]([C:14]([F:17])([F:16])[F:15])=[CH:10][C:9]=1[NH2:18])([CH3:4])([CH3:3])[CH3:2].C([O:24][C:25](=O)[CH2:26][C:27]([C:29]1[CH:34]=[CH:33][CH:32]=[C:31]([C:35]2[CH:40]=[C:39]([CH3:41])[N:38]=[C:37]([CH3:42])[CH:36]=2)[CH:30]=1)=[O:28])(C)(C)C>>[C:1]([O:5][C:6](=[O:19])[NH:7][C:8]1[CH:13]=[CH:12][C:11]([C:14]([F:17])([F:16])[F:15])=[CH:10][C:9]=1[NH:18][C:25](=[O:24])[CH2:26][C:27]([C:29]1[CH:34]=[CH:33][CH:32]=[C:31]([C:35]2[CH:36]=[C:37]([CH3:42])[N:38]=[C:39]([CH3:41])[CH:40]=2)[CH:30]=1)=[O:28])([CH3:4])([CH3:2])[CH3:3]. Procedure: The title compound was prepared from (2-amino-4-trifluoromethyl-phenyl)-carbamic acid tert-butyl ester (Example J3) (187 mg, 0.68 mmol) and 3-[3-(2,6-dimethyl-pyridin-4-yl)-phenyl]-3-oxo-propionic acid tert-butyl ester (Example K15) (220 mg, 0.68 mmol) according to the general procedure M. Obtained as an off-white foam (270 mg, 76%). Reactants: C(C)(C)(C)OC(NC1=C(C=CC=C1)NC(=O)C=1OC2=C(C1)C=CC=C2OCCN(C)C)=O ((2-{[7-(2-Dimethylamino-ethoxy)-benzofuran-2-carbonyl]-amino}-phenyl)-carbamic acid tert-butyl ester), NC1=C(C=CC=C1)NC(=O)C1=CC2=C(S1)C=CC(=C2)OCCN(C)C (5-(2-Dimethylamino-ethoxy)-benzo[b]thiophene-2-carboxylic acid (2-amino-phenyl)-amide). Yields the product NC1=C(C=CC=C1)NC(=O)C=1OC2=C(C1)C=CC=C2OCCN(C)C (7-(2-Dimethylamino-ethoxy)-benzofuran-2-carboxylic acid (2-amino-phenyl)-amide). Reaction SMILES: C(OC(=O)[NH:7][C:8]1[CH:13]=[CH:12][CH:11]=[CH:10][C:9]=1[NH:14][C:15]([C:17]1[O:18][C:19]2[C:25]([O:26][CH2:27][CH2:28][N:29]([CH3:31])[CH3:30])=[CH:24][CH:23]=[CH:22][C:20]=2[CH:21]=1)=[O:16])(C)(C)C.NC1C=CC=CC=1NC(C1SC2C=CC(OCCN(C)C)=CC=2C=1)=O>>[NH2:7][C:8]1[CH:13]=[CH:12][CH:11]=[CH:10][C:9]=1[NH:14][C:15]([C:17]1[O:18][C:19]2[C:25]([O:26][CH2:27][CH2:28][N:29]([CH3:31])[CH3:30])=[CH:24][CH:23]=[CH:22][C:20]=2[CH:21]=1)=[O:16]. Procedure: was prepared from (2-{[7-(2-Dimethylamino-ethoxy)-benzofuran-2-carbonyl]-amino}-phenyl)-carbamic acid tert-butyl ester (16) in an analogous manner to that described for the preparation of (1) example 1, step 5; white solid, mp. 108–118° C. Reactants: CCO, COC(=O)c1cccc(NC(=O)c2cc(-c3ccc(C4CC4)nc3)ccn2)n1, NN, O. Yields the product NNC(=O)c1cccc(NC(=O)c2cc(-c3ccc(C4CC4)nc3)ccn2)n1. As a reaction SMILES: [CH3:32][CH2:33][OH:34].[CH:1]1([c:4]2[cH:5][cH:6][c:7](-[c:10]3[cH:11][c:12]([C:16](=[O:17])[NH:18][c:19]4[cH:20][cH:21][cH:22][c:23]([C:25]([O:27][CH3:26])=[O:28])[n:24]4)[n:13][cH:14][cH:15]3)[cH:8][n:9]2)[CH2:2][CH2:3]1.[NH2:30][NH2:31].[OH2:29]>>[CH:1]1([c:4]2[cH:5][cH:6][c:7](-[c:10]3[cH:11][c:12]([C:16](=[O:17])[NH:18][c:19]4[cH:20][cH:21][cH:22][c:23]([C:25](=[O:27])[NH:30][NH2:31])[n:24]4)[n:13][cH:14][cH:15]3)[cH:8][n:9]2)[CH2:2][CH2:3]1. The reactants are BrC1=CC=C(C=CC(=O)O)C=C1 (4-bromocinnamic acid), CO (methanol). Solvent: S(=O)(Cl)Cl (thionyl chloride). Product: BrC1=CC=C(C=C1)/C=C/C(=O)OC (methyl (2E)-3-(4-bromophenyl)prop-2-enoate). As a reaction SMILES: [Br:1][C:2]1[CH:12]=[CH:11][C:5]([CH:6]=[CH:7][C:8]([OH:10])=[O:9])=[CH:4][CH:3]=1.[CH3:13]O>S(Cl)(Cl)=O>[Br:1][C:2]1[CH:3]=[CH:4][C:5](/[CH:6]=[CH:7]/[C:8]([O:10][CH3:13])=[O:9])=[CH:11][CH:12]=1. Procedure: To a stirred solution of 4-bromocinnamic acid (16 g) in methanol (150 mL), thionyl chloride (30 mL) was added at 0° C. The reaction mixture was warmed to room temperature and refluxed for 3 hours. After cooling to room temperature, the solvents were evaporated to dryness. The crude compound obtained was used as such for the next step. The reactants are CCOC(=O)C(C#N)(CC)c1ccccc1, CCO, N. Yields the product CCC(C#N)(C(N)=O)c1ccccc1. RXN SMILES: [C:1](#[N:2])[C:3]([C:4](=[O:5])[O:6][CH2:7][CH3:8])([c:9]1[cH:10][cH:11][cH:12][cH:13][cH:14]1)[CH2:15][CH3:16].[CH3:18][CH2:19][OH:20].[NH3:17]>>[C:1](#[N:2])[C:3]([C:4](=[O:5])[NH2:17])([c:9]1[cH:10][cH:11][cH:12][cH:13][cH:14]1)[CH2:15][CH3:16]. Reactants: FC1=CC(=C(C=C1F)C1=CC=C(C=C1)OCC1=CC(=CC=C1)[N+](=O)[O-])OC (4,5-difluoro-2-methoxy-4′-(3-nitro-benzyloxy)-biphenyl), Cl (HCl). The reagents and catalysts are [Pd] (Pd/C). The solvent is CCOC(=O)C (EtOAc), CCO (EtOH). Yields the product Cl.FC1=CC(=C(C=C1F)C1=CC=C(C=C1)OCC=1C=C(C=CC1)N)OC (3-(4′,5′-difluoro-2′-methoxy-biphenyl-4-yloxymethyl)-phenylamine hydrochloride). The yield is 95.0%. Reaction SMILES: [F:1][C:2]1[C:7]([F:8])=[CH:6][C:5]([C:9]2[CH:14]=[CH:13][C:12]([O:15][CH2:16][C:17]3[CH:22]=[CH:21][CH:20]=[C:19]([N+:23]([O-])=O)[CH:18]=3)=[CH:11][CH:10]=2)=[C:4]([O:26][CH3:27])[CH:3]=1.[ClH:28]>CCOC(C)=O.CCO.[Pd]>[ClH:28].[F:1][C:2]1[C:7]([F:8])=[CH:6][C:5]([C:9]2[CH:10]=[CH:11][C:12]([O:15][CH2:16][C:17]3[CH:18]=[C:19]([NH2:23])[CH:20]=[CH:21][CH:22]=3)=[CH:13][CH:14]=2)=[C:4]([O:26][CH3:27])[CH:3]=1 |f:5.6|. Procedure details: A solution of 4,5-difluoro-2-methoxy-4′-(3-nitro-benzyloxy)-biphenyl (300 mg, 0.808 mmol) and 10% Pd/C (45 mg) in EtOAc (2 mL), EtOH (13 mL) and 6N HCl (150 uL) was hydrogenated at 50 psi for 1.5 hrs. The reaction mixture was filtered through Celite and evaporated to dryness to give 289 mg (95%) of 3-(4′,5′-difluoro-2′-methoxy-biphenyl-4-yloxymethyl)-phenylamine hydrochloride. LC-MS (ES) calculated for C20H17F2NO2, 341.36; found m/z 342 [M+H]+. Starting materials: [Si](C)(C)(C(C)(C)C)OC[C@@H](OC=1C=C(C(=O)OC)C=C(C1)O)C (methyl 3-((1S)-2-{[tert-butyl(dimethyl)silyl]oxy}-1-methylethoxy)-5-hydroxybenzoate), FC=1C=C(C(=O)N2CCC2)C=CC1F (1-(3,4-difluorobenzoyl)azetidine), C([O-])([O-])=O.[K+].[K+] (potassium carbonate). Run in CN(C)C=O (DMF). Run at temperature 160 celsius. Yields the product N1(CCC1)C(=O)C1=CC(=C(OC=2C=C(C(=O)OC)C=C(C2)O[C@H](CO)C)C=C1)F (Methyl 3-[4-(azetidin-1-ylcarbonyl)-2-fluorophenoxy]-5-[(1S)-2-hydroxy-1-methylethoxy]benzoate). Reaction SMILES: [Si]([O:8][CH2:9][C@H:10]([CH3:23])[O:11][C:12]1[CH:13]=[C:14]([CH:19]=[C:20]([OH:22])[CH:21]=1)[C:15]([O:17][CH3:18])=[O:16])(C(C)(C)C)(C)C.[F:24][C:25]1[CH:26]=[C:27]([CH:34]=[CH:35][C:36]=1F)[C:28]([N:30]1[CH2:33][CH2:32][CH2:31]1)=[O:29].C(=O)([O-])[O-].[K+].[K+]>CN(C=O)C>[N:30]1([C:28]([C:27]2[CH:34]=[CH:35][C:36]([O:22][C:20]3[CH:19]=[C:14]([CH:13]=[C:12]([O:11][C@@H:10]([CH3:23])[CH2:9][OH:8])[CH:21]=3)[C:15]([O:17][CH3:18])=[O:16])=[C:25]([F:24])[CH:26]=2)=[O:29])[CH2:33][CH2:32][CH2:31]1 |f:2.3.4|. Procedure details: To a portion of methyl 3-((1S)-2-{[tert-butyl(dimethyl)silyl]oxy}-1-methylethoxy)-5-hydroxybenzoate (102 mg, 0.3 mmol) and 1-(3,4-difluorobenzoyl)azetidine (71 mg, 0.36 mmol) in DMF (2.0 mL) was added potassium carbonate (207 mg, 1.5 mmol) and the stirred mixture heated at 160° C. in a ‘Smith Creator Microwave’ for 120 minutes. The mixture was allowed to reach ambient temperature and pressure then partitioned between ethyl acetate (2×25 mL) and water (25 mL). The organic layer was separated, was...